From a dataset of the Open Reaction Database (ORD), a public repository of structured organic reaction records. describe an organic reaction: reactants, conditions, products, and yield The reactants are CN(C(OC(C)(C)C)=O)C1=CC=C(C=N1)C1=NC=CC(=C1)OC=1C=NC(=CC1)NC(=O)NC(C(C)(C)C)=O (tert-butyl methyl(4-((6-(3-pivaloylureido)pyridin-3-yl)oxy)-[2,3′-bipyridin]-6′-yl)carbamate), C(=O)(C(F)(F)F)O (TFA). Run in C(Cl)Cl (DCM). Conditions: time 7 hour. Yields the product CNC1=CC=C(C=N1)C1=NC=CC(=C1)OC=1C=CC(=NC1)NC(=O)NC(C(C)(C)C)=O (N-((5-((6′-(methylamino)-[2,3′-bipyridin]-4-yl)oxy)pyridin-2-yl)carbamoyl)pivalamide). Isolated yield 75.6%. RXN SMILES: [CH3:1][N:2]([C:10]1[N:15]=[CH:14][C:13]([C:16]2[CH:21]=[C:20]([O:22][C:23]3[CH:24]=[N:25][C:26]([NH:29][C:30]([NH:32][C:33](=[O:38])[C:34]([CH3:37])([CH3:36])[CH3:35])=[O:31])=[CH:27][CH:28]=3)[CH:19]=[CH:18][N:17]=2)=[CH:12][CH:11]=1)C(=O)OC(C)(C)C.C(O)(C(F)(F)F)=O>C(Cl)Cl>[CH3:1][NH:2][C:10]1[N:15]=[CH:14][C:13]([C:16]2[CH:21]=[C:20]([O:22][C:23]3[CH:28]=[CH:27][C:26]([NH:29][C:30]([NH:32][C:33](=[O:38])[C:34]([CH3:36])([CH3:35])[CH3:37])=[O:31])=[N:25][CH:24]=3)[CH:19]=[CH:18][N:17]=2)=[CH:12][CH:11]=1. Procedure: A mixture of tert-butyl methyl(4-((6-(3-pivaloylureido)pyridin-3-yl)oxy)-[2,3′-bipyridin]-6′-yl)carbamate (0.1 g, 0.192 mmol) and TFA (0.148 mL, 1.921 mmol) in DCM (4 mL) was stirred at RT for 7 h, then concentrated to dryness. The residue was treated with satd. NaHCO3, extracted with EtOAc (2×) and the combined organics were washed with brine, dried over Na2SO4 and concentrated to dryness. The material was treated with 30% EtOAc/Hex, sonicated and the resulting solid collected via filtration to...